From a dataset of the Open Reaction Database (ORD), a public repository of structured organic reaction records. describe an organic reaction: reactants, conditions, products, and yield Starting materials: CS(=O)(=O)O (methanesulfonic acid), COC(=O)C=1SC=C(C1S(=O)(=O)N)C1=CC=CC=C1 (2-methoxycarbonyl-4-phenylthiophen-3-ylsulfonamide), COC1=NC(=NC(=C1)OC)N(C([O-])=O)C1=CC=CC=C1 (N-(4,6-dimethoxypyrimidin-2-yl)phenylcarbamate), N12CCCCCC2=NCCC1 (1,8-diazabicyclo[5.4.0]undec-7-ene). The solvent is C(C)#N (acetonitrile), O (water). The product is COC(=O)C=1SC=C(C1S(=O)(=O)NC(=O)NC1=NC(=CC(=N1)OC)OC)C1=CC=CC=C1 (N-(2-methoxycarbonyl-4-phenylthiophen-3-ylsulfonyl)-N'-(4,6-dimethoxypyrimidin-2-yl)urea). The yield is 88.8%. Reaction SMILES: [CH3:1][O:2][C:3]([C:5]1[S:6][CH:7]=[C:8]([C:14]2[CH:19]=[CH:18][CH:17]=[CH:16][CH:15]=2)[C:9]=1[S:10]([NH2:13])(=[O:12])=[O:11])=[O:4].[CH3:20][O:21][C:22]1[CH:27]=[C:26]([O:28][CH3:29])[N:25]=[C:24]([N:30](C2C=CC=CC=2)[C:31](=O)[O-:32])[N:23]=1.N12CCCN=C1CCCCC2.CS(O)(=O)=O>O.C(#N)C>[CH3:1][O:2][C:3]([C:5]1[S:6][CH:7]=[C:8]([C:14]2[CH:19]=[CH:18][CH:17]=[CH:16][CH:15]=2)[C:9]=1[S:10]([NH:13][C:31]([NH:30][C:24]1[N:23]=[C:22]([O:21][CH3:20])[CH:27]=[C:26]([O:28][CH3:29])[N:25]=1)=[O:32])(=[O:12])=[O:11])=[O:4]. Reported procedure: 2.4 g (0.008 mol) of 2-methoxycarbonyl-4-phenylthiophen-3-ylsulfonamide, 2.2 g of N-(4,6-dimethoxypyrimidin-2-yl)phenylcarbamate, 1.2 g of 1,8-diazabicyclo[5.4.0]undec-7-ene and 30 ml of acetonitrile are stirred for 16 hours at room temperature. The reaction mixture is then poured into a mixture of ice and water and acidified with methanesulfonic acid. The resultant precipitate is filtered, washed with water and dried, affording 3.4 g (95%) of N-(2-methoxycarbonyl-4-phenylthiophen-3-ylsulfonyl)-... Starting materials: BrCc1ccccc1, [H-], [Na+], C1CCOC1, CC(O)CN1C(=O)C2(COc3cc4c(cc32)CCO4)c2ccccc21. The product is CC(CN1C(=O)C2(COc3cc4c(cc32)CCO4)c2ccccc21)OCc1ccccc1. As a reaction SMILES: [CH2:28]([c:29]1[cH:30][cH:31][cH:32][cH:33][cH:34]1)[Br:35].[H-:26].[Na+:27].[O:36]1[CH2:37][CH2:38][CH2:39][CH2:40]1.[OH:1][CH:2]([CH2:3][N:4]1[C:5](=[O:24])[C:6]2([c:7]3[c:8]([cH:11][c:12]4[c:16]([cH:17]3)[CH2:15][CH2:14][O:13]4)[O:9][CH2:10]2)[c:18]2[cH:19][cH:20][cH:21][cH:22][c:23]21)[CH3:25]>>[O:1]([CH:2]([CH2:3][N:4]1[C:5](=[O:24])[C:6]2([c:7]3[c:8]([cH:11][c:12]4[c:16]([cH:17]3)[CH2:15][CH2:14][O:13]4)[O:9][CH2:10]2)[c:18]2[cH:19][cH:20][cH:21][cH:22][c:23]21)[CH3:25])[CH2:28][c:29]1[cH:30][cH:31][cH:32][cH:33][cH:34]1. Starting materials: COCOC1=CC2=C(C(C(CO2)(C)C2=CC=C(C=C2)OCOC)CCCCCCCCCSCCCC(C(F)(F)F)(F)F)C=C1 ((3RS,4RS)-7-Methoxymethyloxy-3-[4-(methoxymethyloxy)phenyl]-3-methyl-4-[9-(4,4,5,5,5-pentafluoropentylthio)nonyl]-2,3-dihydro-4H-benzopyran), C1(=CC=C(C=C1)S(=O)(=O)[O-])C.[NH+]1=CC=CC=C1 (pyridinium p-toluenesulfonate), O (water). Solvent: CO (methanol). Product: OC1=CC2=C(C(C(CO2)(C)C2=CC=C(C=C2)O)CCCCCCCCCSCCCC(C(F)(F)F)(F)F)C=C1 ((3RS,4RS)-7-hydroxy-3-(4-hydroxyphenyl)-3-methyl-4-[9-(4,4,5,5,5-pentafluoropentylthio)nonyl]-2,3-dihydro-4H-benzopyran). Isolated yield 66.1%. Reaction SMILES: COC[O:4][C:5]1[CH:45]=[CH:44][C:8]2[CH:9]([CH2:24][CH2:25][CH2:26][CH2:27][CH2:28][CH2:29][CH2:30][CH2:31][CH2:32][S:33][CH2:34][CH2:35][CH2:36][C:37]([F:43])([F:42])[C:38]([F:41])([F:40])[F:39])[C:10]([C:14]3[CH:19]=[CH:18][C:17]([O:20]COC)=[CH:16][CH:15]=3)([CH3:13])[CH2:11][O:12][C:7]=2[CH:6]=1.C1(C)C=CC(S([O-])(=O)=O)=CC=1.[NH+]1C=CC=CC=1.O>CO>[OH:4][C:5]1[CH:45]=[CH:44][C:8]2[CH:9]([CH2:24][CH2:25][CH2:26][CH2:27][CH2:28][CH2:29][CH2:30][CH2:31][CH2:32][S:33][CH2:34][CH2:35][CH2:36][C:37]([F:43])([F:42])[C:38]([F:39])([F:40])[F:41])[C:10]([C:14]3[CH:19]=[CH:18][C:17]([OH:20])=[CH:16][CH:15]=3)([CH3:13])[CH2:11][O:12][C:7]=2[CH:6]=1 |f:1.2|. Procedure: (3RS,4RS)-7-Methoxymethyloxy-3-[4-(methoxymethyloxy)phenyl]-3-methyl-4-[9-(4,4,5,5,5-pentafluoropentylthio)nonyl]-2,3-dihydro-4H-benzopyran (100 mg, 0.15 mmol) and pyridinium p-toluenesulfonate (380 mg, 1.5 mmol) were dissolved in methanol (5 ml) and refluxed for 4 hours. The reaction solution was cooled to room temperature and, after adding water, extracted with ethyl acetate. The extracted organic layer was dried over magnesium sulfate and concentrated. The residue was subjected to column chro... Starting materials: B, C1CCOC1, CSC, CO, COC(=O)Cc1ccc2c(c1)NC(=O)CO2. Product: COC(=O)Cc1ccc2c(c1)NCCO2. As a reaction SMILES: [BH3:4].[CH2:23]1[O:24][CH2:25][CH2:26][CH2:27]1.[CH3:1][S:2][CH3:3].[CH3:21][OH:22].[O:5]=[C:6]1[NH:7][c:8]2[c:9]([cH:12][cH:13][c:14]([CH2:16][C:17](=[O:18])[O:19][CH3:20])[cH:15]2)[O:10][CH2:11]1>>[CH2:6]1[NH:7][c:8]2[c:9]([cH:12][cH:13][c:14]([CH2:16][C:17](=[O:18])[O:19][CH3:20])[cH:15]2)[O:10][CH2:11]1. Starting materials: N=C(N)N, Nc1cccnc1S(N)(=O)=O, O=C([O-])[O-], O. Yields the product NC1=NS(=O)(=O)c2ncccc2N1. Reaction SMILES: [NH2:12][C:13](=[NH:14])[NH2:15].[NH2:1][c:2]1[c:3]([S:8](=[O:9])(=[O:10])[NH2:11])[n:4][cH:5][cH:6][cH:7]1.[O-:16][C:17](=[O:18])[O-:19].[OH2:20]>>[NH:1]1[c:2]2[c:3]([n:4][cH:5][cH:6][cH:7]2)[S:8](=[O:9])(=[O:10])[N:11]=[C:13]1[NH2:12]. The reactants are ClC=1C=CC2=C(N=C(S2)S)C1 (5-chloro-1,3-benzothiazole-2-thiol). The reagents and catalysts are [Fe] (iron). Solvent: C(C)(=O)O (acetic acid). Yields the product ClC=1C=CC2=C(N=CS2)C1 (5-chlorobenzo[d]thiazole). Reaction SMILES: [Cl:1][C:2]1[CH:3]=[CH:4][C:5]2[S:9][C:8](S)=[N:7][C:6]=2[CH:11]=1>C(O)(=O)C.[Fe]>[Cl:1][C:2]1[CH:3]=[CH:4][C:5]2[S:9][CH:8]=[N:7][C:6]=2[CH:11]=1. Reported procedure: Following the same procedure as in step 2 of Example 337 using 5-chloro-1,3-benzothiazole-2-thiol (1.0 g, 4.96 mmol, 1.00 equiv) and iron powder (2.8 g, 10.00 equiv) in acetic acid (15.0 mL). The crude product was purified through a silica gel column with ethyl acetate/petroleum ether (1:50-1:10) to afford the title compound as a white solid.